The task is: describe an organic reaction: reactants, conditions, products, and yield. This data is from the Open Reaction Database (ORD), a public repository of structured organic reaction records. Yields the product FC1=C(OC(C(=O)OCC)(C)C)C(=CC(=C1)C)F (ethyl 2-(2,6-difluoro-4-methylphenoxy)-2-methylpropanoate). Procedure details: Ethyl 2-(4-bromo-2,6-difluorophenoxy)-2-methylpropanoate (200 mg), tetrakis-triphenylphosphine palladium (36 mg) and sodium carbonate (200 mg) were dissolved in a mixed solvent of dioxane (4.0 ml) and water (1.0 ml), trimethylboroxine (0.26 ml) was added thereto, followed by stirring under an argon atmosphere at 100° C. overnight. After cooling to room temperature, an insoluble substance was removed by celite filtration and the solvent was evaporated under reduced pressure. The residue was purif... The yield is 71.9%. Reaction SMILES: Br[C:2]1[CH:16]=[C:15]([F:17])[C:5]([O:6][C:7]([CH3:14])([CH3:13])[C:8]([O:10][CH2:11][CH3:12])=[O:9])=[C:4]([F:18])[CH:3]=1.[C:19](=O)([O-])[O-].[Na+].[Na+]>O1CCOCC1.O.CB1OB(C)OB(C)O1>[F:17][C:15]1[CH:16]=[C:2]([CH3:19])[CH:3]=[C:4]([F:18])[C:5]=1[O:6][C:7]([CH3:14])([CH3:13])[C:8]([O:10][CH2:11][CH3:12])=[O:9] |f:1.2.3|. Run in O1CCOCC1 (dioxane), O (water), CB1OB(OB(O1)C)C (trimethylboroxine). Reactants: BrC1=CC(=C(OC(C(=O)OCC)(C)C)C(=C1)F)F (Ethyl 2-(4-bromo-2,6-difluorophenoxy)-2-methylpropanoate), tetrakis-triphenylphosphine palladium, C([O-])([O-])=O.[Na+].[Na+] (sodium carbonate). Run at temperature 100 celsius, time 8 hour. The yield is 53.3%. The reactants are CC1CNC(=O)C(NC(=O)/C=C/CC(OC(=O)C(OC1=O)CC(C)C)C(C)C2C(O2)C3=CC=CC=C3)CC4=CC(=C(C=C4)OC)Cl (Cryptophycin), C([O-])([O-])=O.[K+].[K+] (potassium carbonate). The product is C[C@@H]1CNC(=O)[C@H](NC(=O)/C=C/C[C@H](OC(=O)[C@@H](OC1=O)CC(C)C)[C@H](C)[C@@H]2[C@@H](O2)C=3C=CC=CC3)CC=4C=CC(=C(C4)Cl)OC (Cryptophycin 39). RXN SMILES: [CH3:1][CH:2]1[C:20](=[O:21])[O:19][CH:18]([CH2:22][CH:23]([CH3:25])[CH3:24])[C:16](=[O:17])[O:15][CH:14]([CH:26]([CH:28]2[O:30][CH:29]2[C:31]2[CH:36]=[CH:35][CH:34]=[CH:33][CH:32]=2)[CH3:27])[CH2:13][CH:12]=[CH:11][C:9](=[O:10])[NH:8][CH:7]([CH2:37][C:38]2[CH:43]=[CH:42][C:41]([O:44][CH3:45])=[C:40]([Cl:46])[CH:39]=2)[C:5](=[O:6])[NH:4][CH2:3]1.C(=O)([O-])[O-].[K+].[K+]>CC(C)=O>[CH3:1][C@H:2]1[C:20](=[O:21])[O:19][C@@H:18]([CH2:22][CH:23]([CH3:24])[CH3:25])[C:16](=[O:17])[O:15][C@H:14]([C@@H:26]([C@H:28]2[O:30][C@H:29]2[C:31]2[CH:32]=[CH:33][CH:34]=[CH:35][CH:36]=2)[CH3:27])[CH2:13][CH:12]=[CH:11][C:9](=[O:10])[NH:8][C@H:7]([CH2:37][C:38]2[CH:43]=[CH:42][C:41]([O:44][CH3:45])=[C:40]([Cl:46])[CH:39]=2)[C:5](=[O:6])[NH:4][CH2:3]1 |f:1.2.3|. Solvent: CC(=O)C (acetone). Reported procedure: A solution of Cryptophycin 27 (6.0 mg) in 1.0 mL of dry acetone was treated with 15 mg of potassium carbonate at 85° C. After 24 h the reaction mixture was filtered and the filtrate was evaporated. The residue was subjected to normal-phase HPLC on silica using 50/50 EtOAc/hexane to give Cryptophycin 39 (3.2 mg). Starting materials: C(C)OC1=CCC=2C=CC=C(C2C1)NC=1OC(=CN1)C1=C(C=CC=C1)C (N-(7-ethoxy-5,8-dihydronaphthalen-1-yl)-5-(2-methylphenyl)-1,3-oxazol-2-amine), C(C)OC1=CCC=2C=CC=C(C2C1)NC=1OC(=CN1)C1=CC=C(C=C1)C(F)(F)F (N-(7-ethoxy-5,8-dihydronaphthalen-1-yl)-5-[4-(trifluoromethyl)phenyl]-1,3-oxazol-2-amine). Yields the product CC1=C(C=CC=C1)C1=CN=C(O1)NC=1C=CC=C2CCC(CC12)=O (8-{[5-(2-methylphenyl)-1,3-oxazol-2-yl]amino}-3,4-dihydronaphthalen-2(1H)-one). As a reaction SMILES: C([O:3][C:4]1[CH2:13][C:12]2[C:11]([NH:14][C:15]3[O:16][C:17]([C:20]4[CH:25]=[CH:24][CH:23]=[CH:22][C:21]=4[CH3:26])=[CH:18][N:19]=3)=[CH:10][CH:9]=[CH:8][C:7]=2[CH2:6][CH:5]=1)C.C(OC1CC2C(NC3OC(C4C=CC(C(F)(F)F)=CC=4)=CN=3)=CC=CC=2CC=1)C>>[CH3:26][C:21]1[CH:22]=[CH:23][CH:24]=[CH:25][C:20]=1[C:17]1[O:16][C:15]([NH:14][C:11]2[CH:10]=[CH:9][CH:8]=[C:7]3[C:12]=2[CH2:13][C:4](=[O:3])[CH2:5][CH2:6]3)=[N:19][CH:18]=1. Procedure: The title compound was prepared using the procedure as described in Example 1I, substituting the product of Example 14B for the product of Example 1H. Starting materials: [BH4-], CN1C(=O)Cc2cnc(N3CCN(Cc4ccccc4)CC3)nc21, CCO, [Na+]. The product is CNc1nc(N2CCN(Cc3ccccc3)CC2)ncc1CCO. Reaction SMILES: [BH4-:1].[CH2:3]([c:4]1[cH:5][cH:6][cH:7][cH:8][cH:9]1)[N:10]1[CH2:11][CH2:12][N:13]([c:16]2[n:17][cH:18][c:19]3[c:20]([n:21]2)[N:22]([CH3:26])[C:23](=[O:25])[CH2:24]3)[CH2:14][CH2:15]1.[CH3:27][CH2:28][OH:29].[Na+:2]>>[CH2:3]([c:4]1[cH:5][cH:6][cH:7][cH:8][cH:9]1)[N:10]1[CH2:11][CH2:12][N:13]([c:16]2[n:17][cH:18][c:19]([CH2:24][CH2:23][OH:25])[c:20]([NH:22][CH3:26])[n:21]2)[CH2:14][CH2:15]1.